From a dataset of the Open Reaction Database (ORD), a public repository of structured organic reaction records. describe an organic reaction: reactants, conditions, products, and yield The reactants are [BH4-].[Na+] (sodium borohydride), OC1=C(C=N[C@H](C)C2=CC=C(C=C2)[N+](=O)[O-])C=CC=C1OC ((R)-(-)-N-(2-hydroxy-3-methoxybenzylidene)-1-(p-nitrophenyl)ethylamine), Cl (hydrochloric acid). The solvent is C(C)O (ethyl alcohol). Conditions: time 2 hour. Yields the product OC1=C(CN[C@H](C)C2=CC=C(C=C2)[N+](=O)[O-])C=CC=C1OC ((R)-(+)-N-(2-hydroxy- 3-methoxybenzyl)-1-(p-nitrophenyl)ethylamine). The yield is 90.6%. Reaction SMILES: [OH:1][C:2]1[C:20]([O:21][CH3:22])=[CH:19][CH:18]=[CH:17][C:3]=1[CH:4]=[N:5][C@@H:6]([C:8]1[CH:13]=[CH:12][C:11]([N+:14]([O-:16])=[O:15])=[CH:10][CH:9]=1)[CH3:7].[BH4-].[Na+].Cl>C(O)C>[OH:1][C:2]1[C:20]([O:21][CH3:22])=[CH:19][CH:18]=[CH:17][C:3]=1[CH2:4][NH:5][C@@H:6]([C:8]1[CH:9]=[CH:10][C:11]([N+:14]([O-:16])=[O:15])=[CH:12][CH:13]=1)[CH3:7] |f:1.2|. Procedure details: 8.5 g (0.0283 mole) of (R)-(-)-N-(2-hydroxy-3-methoxybenzylidene)-1-(p-nitrophenyl)ethylamine were dissolved in 150 ml of ethyl alcohol. Then, 0.54 g (0.0143 mole) of sodium borohydride was added at room temperature to the reaction mixture, which was thereafter stirred at a temperature of from 30° to 35° C. for 2 hours, and then stirred at a temperature of from 55° to 60° C. for 2 hours. After the completion of the reaction, the reaction mixture was admixed with 30 ml of a 10% hydrochloric acid,...